From a dataset of the Open Reaction Database (ORD), a public repository of structured organic reaction records. describe an organic reaction: reactants, conditions, products, and yield The reactants are CC1(C)CC(=O)c2ccc(OS(=O)(=O)C(F)(F)F)cc21, Cc1noc(C)c1B(O)O. The product is Cc1noc(C)c1-c1ccc2c(c1)C(C)(C)CC2=O. Reaction SMILES: [CH3:1][C:2]1([CH3:20])[CH2:3][C:4](=[O:19])[c:5]2[cH:6][cH:7][c:8]([O:11][S:12]([C:13]([F:14])([F:15])[F:16])(=[O:17])=[O:18])[cH:9][c:10]21.[CH3:21][c:22]1[n:23][o:24][c:25]([CH3:30])[c:26]1[B:27]([OH:28])[OH:29]>>[CH3:1][C:2]1([CH3:20])[CH2:3][C:4](=[O:19])[c:5]2[cH:6][cH:7][c:8](-[c:26]3[c:22]([CH3:21])[n:23][o:24][c:25]3[CH3:30])[cH:9][c:10]21. Reactants: [C-]#N.[Na+] (sodium cyanide), ClC=1N=C(C2=C(N1)C=C(C=N2)C2=CC=C(O2)C=O)N2CCOCC2 (5-(2-chloro-4-morpholinopyrido[3,2-d]pyrimidin-7-yl)furan-2-carbaldehyde), CO (methanol). Reagents/catalysts: [O-2].[Mn+4].[O-2] (manganese (IV) oxide). The solvent is C(C)(=O)OCC (ethyl acetate). Conditions: temperature 0 celsius, time 3 hour. The product is ClC=1N=C(C2=C(N1)C=C(C=N2)C2=CC=C(O2)C(=O)OC)N2CCOCC2 (methyl 5-(2-chloro-4-morpholinopyrido[3,2-d]pyrimidin-7-yl)furan-2-carboxylate). As a reaction SMILES: [Cl:1][C:2]1[N:3]=[C:4]([N:19]2[CH2:24][CH2:23][O:22][CH2:21][CH2:20]2)[C:5]2[N:11]=[CH:10][C:9]([C:12]3[O:16][C:15]([CH:17]=[O:18])=[CH:14][CH:13]=3)=[CH:8][C:6]=2[N:7]=1.[CH3:25][OH:26].[C-]#N.[Na+]>C(OCC)(=O)C.[O-2].[Mn+4].[O-2]>[Cl:1][C:2]1[N:3]=[C:4]([N:19]2[CH2:24][CH2:23][O:22][CH2:21][CH2:20]2)[C:5]2[N:11]=[CH:10][C:9]([C:12]3[O:16][C:15]([C:17]([O:26][CH3:25])=[O:18])=[CH:14][CH:13]=3)=[CH:8][C:6]=2[N:7]=1 |f:2.3,5.6.7|. Reported procedure: To a 100 mL flask, 5-(2-chloro-4-morpholinopyrido[3,2-d]pyrimidin-7-yl)furan-2-carbaldehyde (0.38 g, 0.0011 mol) and methanol (30 mL) were added and the solution cooled to 0° C. To the reaction mixture, manganese (IV) oxide (0.191 g, 0.0022 mol) and sodium cyanide (0.109 g, 0.0022 mol) were added at 0° C. The reaction mixture was stirred at 0° C. for 3 hours. The reaction mixture was diluted with ethyl acetate. The organic layer was washed with water, brine, dried over anhydrous sodium sulfate a... Reactants: C(C)(C)C1=C(C=C(C=C1)C)N1/C(/SCC1=O)=N/C(=O)NCCC1=CC=C(C=C1)C1=NN(C=N1)C1=CC=C(C=C1)OC(F)(F)F ((Z)-1-(3-(2-isopropyl-5-methylphenyl)-4-oxothiazolidin-2-ylidene)-3-(4-(1-(4-(trifluoromethoxy)phenyl)-1H-1,2,4-triazol-3-yl)phenethyl)urea), BrN1C(CCC1=O)=O (N-bromosuccinimide), N(=NC(C#N)(C)C)C(C#N)(C)C (azobisisobutyronitrile). Solvent: C(Cl)(Cl)(Cl)Cl (carbon tetrachloride). The product is BrC(CNC(=O)\N=C\1/SCC(N1C1=C(C=CC(=C1)C)C(C)C)=O)C1=CC=C(C=C1)C1=NN(C=N1)C1=CC=C(C=C1)OC(F)(F)F ((Z)-1-(2-bromo-2-(4-(1-(4-(trifluoromethoxy)phenyl)-1H-1,2,4-triazol-3-yl)phenyl)ethyl)-3-(3-(2-isopropyl-5-methylphenyl)-4-oxothiazolidin-2-ylidene)urea). Yield: 21.8%. RXN SMILES: [CH:1]([C:4]1[CH:9]=[CH:8][C:7]([CH3:10])=[CH:6][C:5]=1[N:11]1[C:15](=[O:16])[CH2:14][S:13]/[C:12]/1=[N:17]\[C:18]([NH:20][CH2:21][CH2:22][C:23]1[CH:28]=[CH:27][C:26]([C:29]2[N:33]=[CH:32][N:31]([C:34]3[CH:39]=[CH:38][C:37]([O:40][C:41]([F:44])([F:43])[F:42])=[CH:36][CH:35]=3)[N:30]=2)=[CH:25][CH:24]=1)=[O:19])([CH3:3])[CH3:2].[Br:45]N1C(=O)CCC1=O.N(C(C)(C)C#N)=NC(C)(C)C#N>C(Cl)(Cl)(Cl)Cl>[Br:45][CH:22]([C:23]1[CH:24]=[CH:25][C:26]([C:29]2[N:33]=[CH:32][N:31]([C:34]3[CH:35]=[CH:36][C:37]([O:40][C:41]([F:44])([F:43])[F:42])=[CH:38][CH:39]=3)[N:30]=2)=[CH:27][CH:28]=1)[CH2:21][NH:20][C:18](/[N:17]=[C:12]1\[S:13][CH2:14][C:15](=[O:16])[N:11]\1[C:5]1[CH:6]=[C:7]([CH3:10])[CH:8]=[CH:9][C:4]=1[CH:1]([CH3:3])[CH3:2])=[O:19]. Reported procedure: To a dry round-bottomed flask (20 mL) equipped with a magnetic stirrer and a reflux condenser were added (Z)-1-(3-(2-isopropyl-5-methylphenyl)-4-oxothiazolidin-2-ylidene)-3-(4-(1-(4-(trifluoromethoxy)phenyl)-1H-1,2,4-triazol-3-yl)phenethyl)urea (F5) (0.20 g, 0.32 mmol), carbon tetrachloride (1 mL), N-bromosuccinimide (0.057 g, 0.32 mmol), and azobisisobutyronitrile (0.0053 g, 0.032 mmol). The reaction was heated to reflux for 2 hours. The reaction was cooled. Purification by flash column chromat...